This data is from the Open Reaction Database (ORD), a public repository of structured organic reaction records. The task is: describe an organic reaction: reactants, conditions, products, and yield Starting materials: COCCl (methoxymethyl chloride), COC=1C=C(C=C(C1OC)OC)O (3,4,5-trimethoxyphenol), CN(C)C=O (DMF), [H-].[Na+] (sodium hydride), oil, ice water. Product: COCOC1(CC(=C(C(=C1)OC)OC)OC)O (1-Methoxymethyloxy-3,4,5-trimethoxyphenol). As a reaction SMILES: [CH3:1][O:2][C:3]1[CH:4]=[C:5]([OH:13])[CH:6]=[C:7]([O:11][CH3:12])[C:8]=1[O:9][CH3:10].[H-].[Na+].[CH3:16][O:17][CH2:18]Cl.CN(C=[O:24])C>>[CH3:16][O:17][CH2:18][O:13][C:5]1([OH:24])[CH:6]=[C:7]([O:11][CH3:12])[C:8]([O:9][CH3:10])=[C:3]([O:2][CH3:1])[CH2:4]1 |f:1.2|. Reported procedure: 25 g of 3,4,5-trimethoxyphenol was dissolved in 100 ml of DMF, and 7.1 g of sodium hydride, (55% oil suspension) was added thereto and cooled by ice while stirring. Then, 12.4 ml of methoxymethyl chloride was added thereto with ice cooling, and the mixture was stirred at room temperature for 30 min. The reaction mixture was poured into ice water and extracted with ethyl acetate. The organic phase was washed with water and dried over anhydrous magnesium sulfate, and the solvent was distilled off.... Starting materials: 2.2-tetramethylene-5-phenyl-1.3-dioxane-4.6-dione, CC1(OC(C(C(O1)=O)C1=CC=CC=C1)=O)C (2.2-dimethyl-5-phenyl-1.3-dioxane-4.6-dione), CC1([C@@H](N2[C@H](S1)[C@@H](C2=O)N)C(=O)O)C (6-aminopenicillanic acid). Yields the product CC1([C@@H](N2[C@H](S1)[C@@H](C2=O)NC(=O)C(C=3C=CC=CC3)C(=O)O)C(=O)O)C (carbenicillin). Reaction SMILES: CC1(C)[O:7][C:6](=[O:8])[CH:5]([C:9]2[CH:14]=[CH:13][CH:12]=[CH:11][CH:10]=2)[C:4](=[O:15])O1.[CH3:17][C:18]1([CH3:30])[S:22][C@@H:21]2[C@H:23]([NH2:26])[C:24](=[O:25])[N:20]2[C@H:19]1[C:27]([OH:29])=[O:28]>>[CH3:17][C:18]1([CH3:30])[S:22][C@@H:21]2[C@H:23]([NH:26][C:4]([CH:5]([C:6]([OH:7])=[O:8])[C:9]3[CH:10]=[CH:11][CH:12]=[CH:13][CH:14]=3)=[O:15])[C:24](=[O:25])[N:20]2[C@H:19]1[C:27]([OH:29])=[O:28]. Procedure details: When an equivalent amount of 2.2-tetramethylene-5-phenyl-1.3-dioxane-4.6-dione prepared in the example 3 is substituted for 2.2-dimethyl-5-phenyl-1.3-dioxane-4.6-dione and the reaction with 6-aminopenicillanic acid is carried out as disclosed in the example 1, 6-(α-carboxy-α-phenylacetamido)penicillanic acid (carbenicillin) is obtained. Starting materials: NC1=CC=C([C@H](C)N)C=C1 (4-amino-(S)-α-methylbenzylamine), C(C)(C)(C)OC(=O)C1=C(C=CC=C1)C1=CC=C(C=C1)CN1C(=C(C2=CC(=CC=C12)C(=O)O)C)C (1-((2′-(tert-butoxycarbonyl)biphenyl-4-yl)methyl)-2,3-dimethyl-1H-indole-5-carboxylic acid). Yields the product NC1=CC=C(C=C1)[C@H](C)NC(=O)C=1C=C2C(=C(N(C2=CC1)CC1=CC=C(C=C1)C=1C(=CC=CC1)C(=O)O)C)C ((S)-4′-((5-(1-(4-aminophenyl)ethylcarbamoyl)-2,3-dimethyl-1H-indol-1-yl)methyl)biphenyl-2-carboxylic acid). RXN SMILES: [NH2:1][C:2]1[CH:10]=[CH:9][C:5]([C@@H:6]([NH2:8])[CH3:7])=[CH:4][CH:3]=1.C([O:15][C:16]([C:18]1[CH:23]=[CH:22][CH:21]=[CH:20][C:19]=1[C:24]1[CH:29]=[CH:28][C:27]([CH2:30][N:31]2[C:39]3[C:34](=[CH:35][C:36]([C:40](O)=[O:41])=[CH:37][CH:38]=3)[C:33]([CH3:43])=[C:32]2[CH3:44])=[CH:26][CH:25]=1)=[O:17])(C)(C)C>>[NH2:1][C:2]1[CH:10]=[CH:9][C:5]([C@@H:6]([NH:8][C:40]([C:36]2[CH:35]=[C:34]3[C:39](=[CH:38][CH:37]=2)[N:31]([CH2:30][C:27]2[CH:26]=[CH:25][C:24]([C:19]4[C:18]([C:16]([OH:17])=[O:15])=[CH:23][CH:22]=[CH:21][CH:20]=4)=[CH:29][CH:28]=2)[C:32]([CH3:44])=[C:33]3[CH3:43])=[O:41])[CH3:7])=[CH:4][CH:3]=1. Procedure details: The title compound was prepared following the same general protocol as described in Steps 8-9, Example 1, using 4-amino-(S)-α-methylbenzylamine and 1-((2′-(tert-butoxycarbonyl)biphenyl-4-yl)methyl)-2,3-dimethyl-1H-indole-5-carboxylic acid. LC-MS 518 (M+H). The reactants are NCCCCCC(=O)O (6-Aminohexanoic acid), ClC1=CC=C(C=C1)S(=O)(=O)Cl (4-chlorobenzenesulphonyl chloride). The product is ClC1=CC=C(C=C1)S(=O)(=O)NCCCCCC(=O)O (6-(4-Chlorobenzenesulphonamido)hexanoic Acid). As a reaction SMILES: [NH2:1][CH2:2][CH2:3][CH2:4][CH2:5][CH2:6][C:7]([OH:9])=[O:8].[Cl:10][C:11]1[CH:16]=[CH:15][C:14]([S:17](Cl)(=[O:19])=[O:18])=[CH:13][CH:12]=1>>[Cl:10][C:11]1[CH:16]=[CH:15][C:14]([S:17]([NH:1][CH2:2][CH2:3][CH2:4][CH2:5][CH2:6][C:7]([OH:9])=[O:8])(=[O:19])=[O:18])=[CH:13][CH:12]=1. Procedure: 6-Aminohexanoic acid (2.62 g, 0.02 mol) was treated with 4-chlorobenzenesulphonyl chloride (4.22 g, 0.02 mol) by the method described in Example 4 to give the title compound which was recrystallised from ethylacetate-ether (1.92 g, m.p. 126°-7° C. The reactants are ketone, Cl.ClCC1=NC2=CC=CC=C2C=C1 (2-chloromethylquinoline hydrochloride), C([O-])([O-])=O.[K+].[K+] (potassium carbonate), [I-].[K+] (potassium iodide), C([O-])([O-])=O.[Cs+].[Cs+] (cesium carbonate). Run in CC(=O)C (acetone). The product is C(CCCCC)(=O)C=1C=C(OCC2=NC3=CC=CC=C3C=C2)C=CC1 (2-(3-Hexanoylphenoxymethyl)quinoline). As a reaction SMILES: Cl.Cl[CH2:3][C:4]1[CH:13]=[CH:12][C:11]2[C:6](=[CH:7][CH:8]=[CH:9][CH:10]=2)[N:5]=1.[C:14](=[O:17])([O-])[O-].[K+].[K+].[I-].[K+].[C:22](=[O:25])([O-])[O-].[Cs+].[Cs+]>CC(C)=O>[C:22]([C:7]1[CH:6]=[C:14]([CH:10]=[CH:9][CH:8]=1)[O:17][CH2:3][C:4]1[CH:13]=[CH:12][C:11]2[C:6](=[CH:7][CH:8]=[CH:9][CH:10]=2)[N:5]=1)(=[O:25])[CH2:11][CH2:12][CH2:13][CH2:4][CH3:3] |f:0.1,2.3.4,5.6,7.8.9|. Reported procedure: This ketone (1.2 g) was refluxed with 2-chloromethylquinoline hydrochloride (1.3 g), potassium carbonate (8.6 g), potassium iodide (0.05 g) and cesium carbonate (0.05 g) in acetone (300 ml) for 24 hours. The reaction mixture was filtered, and the filtrate was concentrated, dissolved in chloroform, and then washed with sodium hydroxide solution (5%), water and brine. After drying this solution over MgSO4, all volatiles were removed. The residue was purified by chromatography on silica gel (25% et...